Task: describe an organic reaction: reactants, conditions, products, and yield. Dataset: the Open Reaction Database (ORD), a public repository of structured organic reaction records Starting materials: CCN(C(C)C)C(C)C, O=S(=O)(Cl)c1ccc(Cl)cc1, ClCCl, Fc1ccc(N2CCNCC2)c(C(F)(F)F)c1. Yields the product O=S(=O)(c1ccc(Cl)cc1)N1CCN(c2ccc(F)cc2C(F)(F)F)CC1. RXN SMILES: [CH:29]([N:30]([CH:31]([CH3:32])[CH3:33])[CH2:34][CH3:35])([CH3:36])[CH3:37].[Cl:18][c:19]1[cH:20][cH:21][c:22]([S:25](=[O:26])(=[O:27])[Cl:28])[cH:23][cH:24]1.[Cl:38][CH2:39][Cl:40].[F:1][c:2]1[cH:3][c:4]([C:14]([F:15])([F:16])[F:17])[c:5]([N:8]2[CH2:9][CH2:10][NH:11][CH2:12][CH2:13]2)[cH:6][cH:7]1>>[F:1][c:2]1[cH:3][c:4]([C:14]([F:15])([F:16])[F:17])[c:5]([N:8]2[CH2:9][CH2:10][N:11]([S:25]([c:22]3[cH:21][cH:20][c:19]([Cl:18])[cH:24][cH:23]3)(=[O:26])=[O:27])[CH2:12][CH2:13]2)[cH:6][cH:7]1. Starting materials: CC(C(=O)[O-])C(CC1=CC=CC=C1)C (2-methyl-1-phenylpropan-2-ylacetate), C(C)(=O)O (acetic acid), C[Si](C)(C)[N-][Si](C)(C)C.[Li+] (Lithium bis(trimethylsilyl)amide), ClC[C@H](CC(=O)OCC)O ((S)-ethyl 4-chloro-3-hydroxybutanoate). Solvent: O1CCCC1 (tetrahydrofuran), O1CCCC1 (tetrahydrofuran), O1CCCC1 (tetrahydrofuran). Conditions: temperature -75 celsius, time 1 hour. Yields the product ClCC(CC(CC(=O)OC(CC1=CC=CC=C1)(C)C)=O)O (2-methyl-1-phenylpropan-2-yl 6-chloro-5-hydroxy-3-oxohexanoate). As a reaction SMILES: C[Si]([N-][Si](C)(C)C)(C)C.[Li+].C[CH:12]([CH:16]([CH3:24])[CH2:17][C:18]1[CH:23]=[CH:22][CH:21]=[CH:20][CH:19]=1)C([O-])=O.[Cl:25][CH2:26][C@@H:27]([OH:34])[CH2:28][C:29](OCC)=[O:30].[C:35]([OH:38])(=[O:37])[CH3:36]>O1CCCC1>[Cl:25][CH2:26][CH:27]([OH:34])[CH2:28][C:29](=[O:30])[CH2:36][C:35]([O:38][C:16]([CH3:12])([CH3:24])[CH2:17][C:18]1[CH:19]=[CH:20][CH:21]=[CH:22][CH:23]=1)=[O:37] |f:0.1|. Reported procedure: Lithium bis(trimethylsilyl)amide (190.8 g) was dissolved in tetrahydrofuran (1400 ml) in a main reaction vessel, followed by cooling to −75° C. and nitrogen purging. 2-methyl-1-phenylpropan-2-ylacetate (219.2 g) was charged in a separate reaction vessel and was dissolved by the addition of tetrahydrofuran (300 ml), and the solution was gradually added dropwise to the main reaction vessel over 40 minutes, followed by stirring for 1 hour. (S)-ethyl 4-chloro-3-hydroxybutanoate (50 g) was added and ...